From a dataset of the Open Reaction Database (ORD), a public repository of structured organic reaction records. describe an organic reaction: reactants, conditions, products, and yield Reaction SMILES: [F:1][C:2]1[C:7]([F:8])=[C:6]([F:9])[CH:5]=[CH:4][C:3]=1[C@H:10]1[CH2:15][CH2:14][C@H:13]([C@H:16]2[CH2:21][CH2:20][C@H:19]([CH2:22][CH2:23][CH3:24])[CH2:18][CH2:17]2)[CH2:12][CH2:11]1.C([Li])CCC.[I:30]I.S([O-])([O-])(=O)=S.[Na+].[Na+]>C1COCC1>[I:30][C:5]1[C:6]([F:9])=[C:7]([F:8])[C:2]([F:1])=[C:3]([C@H:10]2[CH2:11][CH2:12][C@H:13]([C@H:16]3[CH2:21][CH2:20][C@H:19]([CH2:22][CH2:23][CH3:24])[CH2:18][CH2:17]3)[CH2:14][CH2:15]2)[CH:4]=1 |f:3.4.5|. Product: IC=1C(=C(C(=C(C1)[C@@H]1CC[C@H](CC1)[C@@H]1CC[C@H](CC1)CCC)F)F)F (5-iodo-2,3,4-trifluoro-1-[trans-4-(trans-4-propylcyclohexyl)cyclohexyl]benzene). Reactants: II (iodine), S(=S)(=O)([O-])[O-].[Na+].[Na+] (sodium thiosulfate), FC1=C(C=CC(=C1F)F)[C@@H]1CC[C@H](CC1)[C@@H]1CC[C@H](CC1)CCC (2,3,4-trifluoro-1-[trans-4-(trans-4-propylcyclohexyl)cyclohexyl]benzene), C(CCC)[Li] (butyllithium). Conditions: temperature -60 celsius, time 2 hour. The yield is 107.2%. Run in C1CCOC1 (THF), C1CCOC1 (THF). Reported procedure: In a nitrogen atmosphere, 17 g of 2,3,4-trifluoro-1-[trans-4-(trans-4-propylcyclohexyl)cyclohexyl]benzene was dissolved into 300 mL of THF, and cooled to −60° C. Into this, 39 mL of butyllithium (1.56 M of hexane solution) was added dropwise for 30 minutes, and stirred for 2 hours. Into this, a THF solution (50 mL) containing 14 g of iodine was added dropwise for 1 hour, and warmed to room temperature. After the reaction solution was poured into a sodium thiosulfate aqueous solution, and stirred... Reactants: C(=CC1=CC=CC=C1)C1=NC2=C(N1)C=CC=C2 (2-styryl-1H-benzimidazole), BrC=1SC=CN1 (2-bromothiazole), C([O-])([O-])=O.[K+].[K+] (potassium carbonate), [N+](=O)([O-])C1=CC=CC=C1 (nitrobenzene). Reagents/catalysts: [Cu] (copper bronze). The solvent is C(C)(=O)OCC (ethyl acetate). The product is C(=C\C1=CC=CC=C1)/C1=NC2=C(N1C=1SC=CN1)C=CC=C2 ((E)-2-Styryl-1-(2-thiazolyl)-1H-benzimidazole). Yield: 65.6%. As a reaction SMILES: [CH:1]([C:9]1[NH:13][C:12]2[CH:14]=[CH:15][CH:16]=[CH:17][C:11]=2[N:10]=1)=[CH:2][C:3]1[CH:8]=[CH:7][CH:6]=[CH:5][CH:4]=1.Br[C:19]1[S:20][CH:21]=[CH:22][N:23]=1.C(=O)([O-])[O-].[K+].[K+].[N+](C1C=CC=CC=1)([O-])=O>C(OCC)(=O)C.[Cu]>[CH:1](/[C:9]1[N:10]([C:19]2[S:20][CH:21]=[CH:22][N:23]=2)[C:11]2[CH:17]=[CH:16][CH:15]=[CH:14][C:12]=2[N:13]=1)=[CH:2]\[C:3]1[CH:4]=[CH:5][CH:6]=[CH:7][CH:8]=1 |f:2.3.4|. Procedure: A stirred mixture of 2-styryl-1H-benzimidazole (220 mg, 1 mmol), 2-bromothiazole (328 mg, 2 mmol), potassium carbonate (138 mg, 1 mmol), copper bronze (20 mg) and nitrobenzene (10 ml) was heated to reflux under a nitrogen atmosphere for 7 h. The cooled reaction mixture was diluted with ethyl acetate (150 ml) and filtered through a pad of celite. The filtrate was washed consecutively with water (50 ml), and brine (50 ml), dried (magnesium sulfate) and concentrated to dryness. Column chromatograph... Starting materials: C(=O)([O-])[O-].[Cs+].[Cs+] (Cs2CO3), C(C)(=O)OCCBr (2-bromoethyl acetate), CCOCC (ether), NaH2PO4, CC1(OCC(O1)C(=O)NC=1C(=C(CCC(=O)[O-])C(=C(C1I)NC(=O)C1OC(OC1)(C)C)I)I)C (N,N′-Bis(2,2-dimethyl-1,3-dioxolane-4-carbonyl)-3,5-diamino-2,4,6-triiodobenzylacetate). The solvent is CC(=O)N(C)C (dimethylacetamide), CS(=O)C (DMSO). Yields the product OC(C(=O)N(C=1C(=C(CO)C(=C(C1I)NC(C(CO)O)=O)I)I)CCO)CO (N,N′-Bis(2,3-dihydroxypropionyl)-N-(2-hydroxyethyl)-3,5-diamino-2,4,6-triiodobenzylalcohol). Yield: 29.9%. RXN SMILES: CC1(C)[O:6][CH:5]([C:7]([NH:9][C:10]2[C:11]([I:33])=[C:12]([C:18]([I:32])=[C:19]([NH:22][C:23]([CH:25]3[CH2:29][O:28]C(C)(C)[O:26]3)=[O:24])[C:20]=2[I:21])[CH2:13]CC([O-])=O)=[O:8])[CH2:4][O:3]1.C([O-])([O-])=[O:36].[Cs+].[Cs+].[C:41](OCCBr)(=[O:43])[CH3:42].CCOCC>CC(N(C)C)=O.CS(C)=O>[OH:26][CH:25]([CH2:29][OH:28])[C:23]([N:22]([CH2:42][CH2:41][OH:43])[C:19]1[C:18]([I:32])=[C:12]([C:11]([I:33])=[C:10]([NH:9][C:7](=[O:8])[CH:5]([OH:6])[CH2:4][OH:3])[C:20]=1[I:21])[CH2:13][OH:36])=[O:24] |f:1.2.3|. Procedure details: N,N′-Bis(2,2-dimethyl-1,3-dioxolane-4-carbonyl)-3,5-diamino-2,4,6-triiodobenzylacetate (204 mg, 0.25 mmol) was dissolved in a mixture of dimethylacetamide (4 ml) and DMSO (2.5 ml) containing Cs2CO3 (650 mg, 2.0 mmol) and 2-bromoethyl acetate (0.035 ml, 0.31 mmol). After stirring for 1 week, ether (150 ml) and a NaH2PO4 buffer (100 ml) were added, the organic phase was separated and the aqueous phase was extracted with ether (150 ml). The combined organic phases were then washed with water (6×100... Starting materials: C(Cl)Cl (methylene chloride), C(C1=CC=CC=C1)OC=1C=C(C=CC1)C=1N=C(N2C1C(=NC=C2)N)C2CC(C2)=COC (1-(3-Benzyloxy-phenyl)-3-(3-methoxymethylene-cyclobutyl)-imidazo[1,5-a]pyrazin-8-ylamine), C(F)(F)(F)C(=O)O (CF3CO2H), C(=O)([O-])[O-].[K+].[K+] (K2CO3). Solvent: O (H2O). Reaction conditions: time 2 hour. The product is NC=1C=2N(C=CN1)C(=NC2C2=CC(=CC=C2)OCC2=CC=CC=C2)C2CC(C2)C=O (3-[8-Amino-1-(3-benzyloxy-phenyl)-imidazo[1,5-a]pyrazin-3-yl]cyclobutanecarbaldehyde). RXN SMILES: C(Cl)Cl.[CH2:4]([O:11][C:12]1[CH:13]=[C:14]([C:18]2[N:19]=[C:20]([CH:28]3[CH2:31][C:30](=[CH:32][O:33]C)[CH2:29]3)[N:21]3[CH:26]=[CH:25][N:24]=[C:23]([NH2:27])[C:22]=23)[CH:15]=[CH:16][CH:17]=1)[C:5]1[CH:10]=[CH:9][CH:8]=[CH:7][CH:6]=1.C(C(O)=O)(F)(F)F.C([O-])([O-])=O.[K+].[K+]>O>[NH2:27][C:23]1[C:22]2[N:21]([C:20]([CH:28]3[CH2:31][CH:30]([CH:32]=[O:33])[CH2:29]3)=[N:19][C:18]=2[C:14]2[CH:15]=[CH:16][CH:17]=[C:12]([O:11][CH2:4][C:5]3[CH:6]=[CH:7][CH:8]=[CH:9][CH:10]=3)[CH:13]=2)[CH:26]=[CH:25][N:24]=1 |f:3.4.5|. Reported procedure: To a methylene chloride solution (6.0 mL) of 1-(3-Benzyloxy-phenyl)-3-(3-methoxymethylene-cyclobutyl)-imidazo[1,5-a]pyrazin-8-ylamine (287.0 mg, 0.696 mmol), CF3CO2H (0.11 mL, 1.392 mmol) was added, followed by H2O (0.5 mL). The reaction mixture was allowed to react for 1 h at rt. After which an ethanolic solution (5.0 mL) of K2CO3 (192.3 mg, 1.392 mmol) was added to the reaction and allowed to stir at rt for an additional 2 h. The reaction mixture extracted between water and EtOAc. The organic ... Starting materials: ClC1=C(C2=C(N=C1)N(C=C2I)S(=O)(=O)C2=CC=C(C)C=C2)C=O (5-chloro-3-iodo-1-tosyl-1H-pyrrolo[2,3-b]pyridine-4-carbaldehyde), C(C)(=O)OC(C)=O (acetic anhydride), CCN(C(C)C)C(C)C (DIPEA), [Cl-].[Li+] (Lithium chloride), O.C(=O)[O-].[Li+] (lithium formate monohydrate). Reagents/catalysts: C(C)(=O)[O-].[Pd+2].C(C)(=O)[O-] (palladium acetate). The solvent is CN(C)C=O (DMF), CO.C(Cl)Cl (MeOH DCM). Conditions: temperature 52 celsius. Product: ClC=1C(=C2C(=NC1)N(C=C2C(=O)O)S(=O)(=O)C2=CC=C(C)C=C2)C=O (5-chloro-4-formyl-1-tosyl-1H-pyrrolo[2,3-b]pyridine-3-carboxylic acid). Yield: 74.9%. RXN SMILES: [Cl-].[Li+].O.[CH:4]([O-:6])=[O:5].[Li+].[Cl:8][C:9]1[CH:14]=[N:13][C:12]2[N:15]([S:19]([C:22]3[CH:28]=[CH:27][C:25]([CH3:26])=[CH:24][CH:23]=3)(=[O:21])=[O:20])[CH:16]=[C:17](I)[C:11]=2[C:10]=1[CH:29]=[O:30].C(OC(=O)C)(=O)C.CCN(C(C)C)C(C)C>CO.C(Cl)Cl.C([O-])(=O)C.[Pd+2].C([O-])(=O)C.CN(C=O)C>[Cl:8][C:9]1[C:10]([CH:29]=[O:30])=[C:11]2[C:17]([C:4]([OH:6])=[O:5])=[CH:16][N:15]([S:19]([C:22]3[CH:28]=[CH:27][C:25]([CH3:26])=[CH:24][CH:23]=3)(=[O:21])=[O:20])[C:12]2=[N:13][CH:14]=1 |f:0.1,2.3.4,8.9,10.11.12|. Reported procedure: Lithium chloride (1.05 g, 24.7 mmol) and lithium formate monohydrate (1.73 g, 24.7 mmol) were combined in a dry sealable tube under nitrogen. DMF (20 mL), 5-chloro-3-iodo-1-tosyl-1H-pyrrolo[2,3-b]pyridine-4-carbaldehyde (3.8 g, 8.25 mmol), acetic anhydride (1.56 mL, 16.5 mmol) and palladium acetate (185 mg, 0.83 mmol) were added. DIPEA (2.87 mL) was added, and the reaction tube was sealed and heated at 52° C. for 3 h. The reaction mixture was taken up in MeOH/DCM (20%) and filtered to remove the... Reactants: O=C(O)Cc1c[nH]c2ccc(B(O)O)cc12, O=C([O-])[O-], Cc1ccccc1, CCO, COc1nc(Cl)cc(NCCc2ccc(C(F)(F)F)cc2F)n1, Cl, [Cs+], [Cs+], O, c1ccc(P(c2ccccc2)(c2ccccc2)[Pd](P(c2ccccc2)(c2ccccc2)c2ccccc2)(P(c2ccccc2)(c2ccccc2)c2ccccc2)P(c2ccccc2)(c2ccccc2)c2ccccc2)cc1. Product: COc1nc(NCCc2ccc(C(F)(F)F)cc2F)cc(-c2ccc3[nH]cc(CC(=O)O)c3c2)n1. RXN SMILES: [C:24](=[O:25])([OH:26])[CH2:27][c:28]1[cH:29][nH:30][c:31]2[cH:32][cH:33][c:34]([B:37]([OH:38])[OH:39])[cH:35][c:36]12.[C:40](=[O:41])([O-:42])[O-:43].[CH3:47][c:48]1[cH:49][cH:50][cH:51][cH:52][cH:53]1.[CH3:54][CH2:55][OH:56].[Cl:1][c:2]1[cH:3][c:4]([NH:10][CH2:11][CH2:12][c:13]2[c:14]([F:23])[cH:15][c:16]([C:19]([F:20])([F:21])[F:22])[cH:17][cH:18]2)[n:5][c:6]([O:8][CH3:9])[n:7]1.[ClH:46].[Cs+:44].[Cs+:45].[OH2:57].[cH:58]1[cH:59][cH:60][c:61]([P:62]([Pd:63]([P:64]([c:65]2[cH:66][cH:67][cH:68][cH:69][cH:70]2)([c:71]2[cH:72][cH:73][cH:74][cH:75][cH:76]2)[c:77]2[cH:78][cH:79][cH:80][cH:81][cH:82]2)([P:83]([c:84]2[cH:85][cH:86][cH:87][cH:88][cH:89]2)([c:90]2[cH:91][cH:92][cH:93][cH:94][cH:95]2)[c:96]2[cH:97][cH:98][cH:99][cH:100][cH:101]2)[P:102]([c:103]2[cH:104][cH:105][cH:106][cH:107][cH:108]2)([c:109]2[cH:110][cH:111][cH:112][cH:113][cH:114]2)[c:115]2[cH:116][cH:117][cH:118][cH:119][cH:120]2)([c:121]2[cH:122][cH:123][cH:124][cH:125][cH:126]2)[c:127]2[cH:128][cH:129][cH:130][cH:131][cH:132]2)[cH:133][cH:134]1>>[c:2]1(-[c:34]2[cH:33][cH:32][c:31]3[nH:30][cH:29][c:28]([CH2:27][C:24](=[O:25])[OH:26])[c:36]3[cH:35]2)[cH:3][c:4]([NH:10][CH2:11][CH2:12][c:13]2[c:14]([F:23])[cH:15][c:16]([C:19]([F:20])([F:21])[F:22])[cH:17][cH:18]2)[n:5][c:6]([O:8][CH3:9])[n:7]1. The reactants are N1C=CC=2C1=NC=CC2 (1H-pyrrolo[2,3-b]pyridine), [OH-].[Na+] (sodium hydroxide), C(C)(C)(C)OC(N(C1=NC(=C(C=C1)C=O)Cl)CC1=CC=C(C=C1)Cl)=O ((4-chloro-benzyl)-(6-chloro-5-formyl-pyridin-2-yl)-carbamic acid tert-butyl ester), O (water). Solvent: CO (methanol). Reaction conditions: time 8 hour. Yields the product C(C)(C)(C)OC(N(C1=NC(=C(C=C1)C(C1=CNC2=NC=CC=C21)O)Cl)CC2=CC=C(C=C2)Cl)=O ((4-chloro-benzyl)-6-chloro-5-[hydroxy-(1H-pyrrolo[2,3-b]pyridin-3-yl)-methyl]-pyridin-2-yl-carbamic acid tert-butyl ester). Isolated yield 51.3%. Reaction SMILES: [NH:1]1[C:5]2=[N:6][CH:7]=[CH:8][CH:9]=[C:4]2[CH:3]=[CH:2]1.[OH-].[Na+].[C:12]([O:16][C:17](=[O:36])[N:18]([CH2:28][C:29]1[CH:34]=[CH:33][C:32]([Cl:35])=[CH:31][CH:30]=1)[C:19]1[CH:24]=[CH:23][C:22]([CH:25]=[O:26])=[C:21]([Cl:27])[N:20]=1)([CH3:15])([CH3:14])[CH3:13].O>CO>[C:12]([O:16][C:17](=[O:36])[N:18]([CH2:28][C:29]1[CH:34]=[CH:33][C:32]([Cl:35])=[CH:31][CH:30]=1)[C:19]1[CH:24]=[CH:23][C:22]([CH:25]([OH:26])[C:3]2[C:4]3[C:5](=[N:6][CH:7]=[CH:8][CH:9]=3)[NH:1][CH:2]=2)=[C:21]([Cl:27])[N:20]=1)([CH3:15])([CH3:13])[CH3:14] |f:1.2|. Procedure: To 1H-Pyrrolo[2,3-b]pyridine (1, 465 mg, 3.93 mmol) in methanol (50 mL) were added sodium hydroxide (0.630 g, 0.0157 mol) and (4-chloro-benzyl)-(6-chloro-5-formyl-pyridin-2-yl)-carbamic acid tert-butyl ester (541, 1.5 g, 0.0039 mol). The reaction was stirred at room temperature overnight, then poured into water and extracted with ethyl acetate. The organic layer was washed with brine, dried over sodium sulfate, concentrated and purified with silica gel column chromatography eluting with 20% to 1... Starting materials: CC1=C(C=C(C=C1)C=1OC(=NN1)C)C1=CC=C(C=C1)C(=O)Cl (2′-methyl-5′-(5-methyl-1,3,4-oxadiazol-2-yl)-1,1′-biphenyl-4-carbonyl chloride), FC=1C=C(N)C=CC1OC (3-fluoro-4-methoxyaniline). Yields the product FC=1C=C(C=CC1OC)NC(=O)C1=CC=C(C=C1)C1=C(C=CC(=C1)C=1OC(=NN1)C)C (N-(3-Fluoro-4-methoxyphenyl)-2′-methyl-5′-(5-methyl-1,3,4-oxadiazol-2-yl)-1,1′-biphenyl-4-carboxamide). As a reaction SMILES: [CH3:1][C:2]1[CH:7]=[CH:6][C:5]([C:8]2[O:9][C:10]([CH3:13])=[N:11][N:12]=2)=[CH:4][C:3]=1[C:14]1[CH:19]=[CH:18][C:17]([C:20](Cl)=[O:21])=[CH:16][CH:15]=1.[F:23][C:24]1[CH:25]=[C:26]([CH:28]=[CH:29][C:30]=1[O:31][CH3:32])[NH2:27]>>[F:23][C:24]1[CH:25]=[C:26]([NH:27][C:20]([C:17]2[CH:18]=[CH:19][C:14]([C:3]3[CH:4]=[C:5]([C:8]4[O:9][C:10]([CH3:13])=[N:11][N:12]=4)[CH:6]=[CH:7][C:2]=3[CH3:1])=[CH:15][CH:16]=2)=[O:21])[CH:28]=[CH:29][C:30]=1[O:31][CH3:32]. Procedure: N-(3-Fluoro-4-methoxyphenyl)-2′-methyl-5′-(5-methyl-1,3,4-oxadiazol-2-yl)-1,1′-biphenyl-4-carboxamide was prepared from 2′-methyl-5′-(5-methyl-1,3,4-oxadiazol-2-yl)-1,1′-biphenyl-4-carbonyl chloride and 3-fluoro-4-methoxyaniline using method K. NMR; δH [2H6]—DMSO 10.35,(1H, b), 8.04,(2H, d), 7.90,(1H, dd), 7.78-7.75,(2H, m)7.59-7.51,(4H, m), 7.17,(1H, t), 3.82,(3H, s), 2.57,(3H, s), 2.33,(3H, s). LCMS; retention time 3.50 min, MH+ 418. Reactants: BrBr (Bromine), C(CC=C)NC(OCC1=CC=CC=C1)=O (benzyl but-3-en-1-ylcarbamate). Solvent: C(Cl)Cl (DCM), O (water). Run at time 4 hour. Yields the product BrCC1CCNC(O1)=O (6-(bromomethyl)-1,3-oxazinan-2-one). As a reaction SMILES: [Br:1]Br.[CH2:3]([NH:7][C:8](=[O:17])[O:9][CH2:10][C:11]1C=CC=CC=1)[CH2:4]C=C>C(Cl)Cl.O>[Br:1][CH2:11][CH:10]1[O:9][C:8](=[O:17])[NH:7][CH2:3][CH2:4]1. Procedure: Bromine (11 g, 68 mmol) was added to a mixture of benzyl but-3-en-1-ylcarbamate (7 g, 34 mmol) in DCM at room temperature under N2. The mixture was stirred at room temperature for 4 hours. The mixture was diluted with water and extracted with DCM. The organic layer was dried over anhydrous sodium sulfate, filtered, and concentrated under reduced pressure. The residue was purified by silica gel column chromatography (petroleum ether/EtOAc) to afford 6-(bromomethyl)-1,3-oxazinan-2-one. 1H NMR (400... The reactants are C(C)[Al](CC)CC.CCCCCC (triethylaluminum hexane), C(C)OC(=O)N1[C@@H](C[C@@H](C2=NC(=CC=C12)OS(=O)(=O)C(F)(F)F)NC1=NC=C(C(=N1)CC1=CC(=CC(=C1)C(F)(F)F)C(F)(F)F)N1CCOCC1)CC ((2R,4S)-4-{[3,5-Bis(trifluoromethyl)benzyl]-[5-(morpholin-4-yl)pyrimidin-2-yl]}amino-2-ethyl-6-trifluoromethanesulfonyloxy-3,4-dihydro-2H-[1,5]naphthyridine-1-carboxylic acid ethyl ester), C(O)([O-])=O.[Na+] (sodium hydrogen carbonate), C(C)(=O)OCC (ethyl acetate). The reagents and catalysts are [Cu]Cl (copper (I) chloride), C([O-])([O-])=O.[Ag+2] (silver carbonate), C=1C=CC(=CC1)[P](C=2C=CC=CC2)(C=3C=CC=CC3)[Pd]([P](C=4C=CC=CC4)(C=5C=CC=CC5)C=6C=CC=CC6)([P](C=7C=CC=CC7)(C=8C=CC=CC8)C=9C=CC=CC9)[P](C=1C=CC=CC1)(C=1C=CC=CC1)C=1C=CC=CC1 (tetrakis(triphenylphosphine)palladium). The solvent is O1CCOCC1 (1,4-dioxane). Conditions: temperature 60 celsius, time 30 minute. Yields the product C(C)OC(=O)N1[C@@H](C[C@@H](C2=NC(=CC=C12)CC)NC1=NC=C(C(=N1)CC1=CC(=CC(=C1)C(F)(F)F)C(F)(F)F)N1CCOCC1)CC ((2R,4S)-4-{[3,5-bis(trifluoromethyl)benzyl]-[5-(morpholin-4-yl)-pyrimidin-2-yl]}amino-2,6-diethyl-3,4-dihydro-2H-[1,5]naphthyridine-1-carboxylic acid ethyl ester). RXN SMILES: [CH2:1]([O:3][C:4]([N:6]1[C:15]2[C:10](=[N:11][C:12](OS(C(F)(F)F)(=O)=O)=[CH:13][CH:14]=2)[C@@H:9]([NH:24][C:25]2[N:30]=[C:29]([CH2:31][C:32]3[CH:37]=[C:36]([C:38]([F:41])([F:40])[F:39])[CH:35]=[C:34]([C:42]([F:45])([F:44])[F:43])[CH:33]=3)[C:28]([N:46]3[CH2:51][CH2:50][O:49][CH2:48][CH2:47]3)=[CH:27][N:26]=2)[CH2:8][C@H:7]1[CH2:52][CH3:53])=[O:5])[CH3:2].[CH2:54]([Al](CC)CC)[CH3:55].CCCCCC.C(=O)([O-])O.[Na+].C(OCC)(=O)C>O1CCOCC1.C1C=CC([P]([Pd]([P](C2C=CC=CC=2)(C2C=CC=CC=2)C2C=CC=CC=2)([P](C2C=CC=CC=2)(C2C=CC=CC=2)C2C=CC=CC=2)[P](C2C=CC=CC=2)(C2C=CC=CC=2)C2C=CC=CC=2)(C2C=CC=CC=2)C2C=CC=CC=2)=CC=1.C(=O)([O-])[O-].[Ag+2].[Cu]Cl>[CH2:1]([O:3][C:4]([N:6]1[C:15]2[C:10](=[N:11][C:12]([CH2:54][CH3:55])=[CH:13][CH:14]=2)[C@@H:9]([NH:24][C:25]2[N:30]=[C:29]([CH2:31][C:32]3[CH:37]=[C:36]([C:38]([F:40])([F:41])[F:39])[CH:35]=[C:34]([C:42]([F:43])([F:45])[F:44])[CH:33]=3)[C:28]([N:46]3[CH2:47][CH2:48][O:49][CH2:50][CH2:51]3)=[CH:27][N:26]=2)[CH2:8][C@H:7]1[CH2:52][CH3:53])=[O:5])[CH3:2] |f:1.2,3.4,8.9,^1:87,89,108,127|. Reported procedure: (2R,4S)-4-{[3,5-Bis(trifluoromethyl)benzyl]-[5-(morpholin-4-yl)pyrimidin-2-yl]}amino-2-ethyl-6-trifluoromethanesulfonyloxy-3,4-dihydro-2H-[1,5]naphthyridine-1-carboxylic acid ethyl ester (250 mg) is dissolved in 1,4-dioxane (3 ml), and thereto are added a catalytic amount of tetrakis(triphenylphosphine)palladium, a catalytic amount of silver carbonate and a catalytic amount of copper (I) chloride under nitrogen flow. After adding dropwise a triethylaluminum-hexane solution (1M, 480 μl), the mixt...